From a dataset of the Open Reaction Database (ORD), a public repository of structured organic reaction records. describe an organic reaction: reactants, conditions, products, and yield Starting materials: OC1=C(C2=C(C(CC(O2)(C)CCC(=O)OC)=O)C=C1)CCC (methyl 3-(3,4-dihydro-7-hydroxy-2-methyl-4-oxo-8-propyl-2H-1-benzopyran-2-yl)propanoate). Reagents/catalysts: [Pd] (palladium on carbon). Run in C(C)(=O)O (acetic acid), CO (methanol). The product is OC1=C(C2=C(CCC(O2)(C)CCC(=O)OC)C=C1)CCC (methyl 3-(3,4-dihydro-7-hydroxy-2-methyl-8-propyl-2H-1-benzopyran-2-yl)propanoate). Yield: 45.9%. As a reaction SMILES: [OH:1][C:2]1[CH:19]=[CH:18][C:5]2[C:6](=O)[CH2:7][C:8]([CH2:11][CH2:12][C:13]([O:15][CH3:16])=[O:14])([CH3:10])[O:9][C:4]=2[C:3]=1[CH2:20][CH2:21][CH3:22]>C(O)(=O)C.CO.[Pd]>[OH:1][C:2]1[CH:19]=[CH:18][C:5]2[CH2:6][CH2:7][C:8]([CH2:11][CH2:12][C:13]([O:15][CH3:16])=[O:14])([CH3:10])[O:9][C:4]=2[C:3]=1[CH2:20][CH2:21][CH3:22]. Procedure: A solution of 4.1 g (13.4 mmole) of ester product of Example 4 in 100 ml of acetic acid and 50 ml of methanol was hydrogenated for 21 hours at 4 psi and room temperature using palladium on carbon as catalyst. The catalyst was filtered and the filtrate was evaporated to dryness. Chromatography of the residue on silica gel using 20% ethyl acetate/hexane as eluent gave 1.8 g of the title compound as an oil. Structure assignment was confirmed by nmr and infrared spectra.